Dataset: the Open Reaction Database (ORD), a public repository of structured organic reaction records. Task: describe an organic reaction: reactants, conditions, products, and yield Reactants: Cl.N1=CC(=CC=C1)CCl (3-picolyl chloride hydrochloride), OC1=CC=C(CN2N=C(C(=C2)CCC(=O)OC)C2=CC=CC=C2)C=C1 (methyl 3-[1-(4-hydroxybenzyl)-3-phenyl-1H-pyrazol-4-yl]propionate), C([O-])([O-])=O.[K+].[K+] (potassium carbonate), Cl (hydrochloric acid), O.[OH-].[Li+] (lithium hydroxide monohydrate). Run in CN(C=O)C (N,N-dimethylformamide), O (water), CO (methanol), O (water), O1CCCC1 (tetrahydrofuran). Run at temperature 50 celsius, time 3 hour. Product: C1(=CC=CC=C1)C1=NN(C=C1CCC(=O)O)CC1=CC=C(C=C1)OCC=1C=NC=CC1 (3-[3-phenyl-1-[4-(3-pyridylmethoxy)benzyl]-1H-pyrazol-4-yl]propionic acid). Yield: 75.7%. As a reaction SMILES: Cl.[N:2]1[CH:7]=[CH:6][CH:5]=[C:4]([CH2:8]Cl)[CH:3]=1.[OH:10][C:11]1[CH:34]=[CH:33][C:14]([CH2:15][N:16]2[CH:20]=[C:19]([CH2:21][CH2:22][C:23]([O:25]C)=[O:24])[C:18]([C:27]3[CH:32]=[CH:31][CH:30]=[CH:29][CH:28]=3)=[N:17]2)=[CH:13][CH:12]=1.C(=O)([O-])[O-].[K+].[K+].O.[OH-].[Li+].Cl>CO.O.O1CCCC1.CN(C)C=O>[C:27]1([C:18]2[C:19]([CH2:21][CH2:22][C:23]([OH:25])=[O:24])=[CH:20][N:16]([CH2:15][C:14]3[CH:13]=[CH:12][C:11]([O:10][CH2:8][C:4]4[CH:3]=[N:2][CH:7]=[CH:6][CH:5]=4)=[CH:34][CH:33]=3)[N:17]=2)[CH:28]=[CH:29][CH:30]=[CH:31][CH:32]=1 |f:0.1,3.4.5,6.7.8|. Reported procedure: A mixture of 3-picolyl chloride hydrochloride (148 mg), methyl 3-[1-(4-hydroxybenzyl)-3-phenyl-1H-pyrazol-4-yl]propionate (300 mg), potassium carbonate (357 mg) and N,N-dimethylformamide (5 ml) was stirred at 50° C. for 3 hours. The reaction mixture was poured into water, which was extracted with ethyl acetate. The ethyl acetate layer was washed with saturated aqueous sodium chloride solution, dried (MgSO4), then concentrated. The residue was subjected to silica gel column chromatography, and a ... Starting materials: C1(=CC=CC=C1)C1=NOC(=C1C(F)(F)F)C(=O)F (3-phenyl-4-(trifluoromethyl)isoxazole-5-carbonyl fluoride), N(=[N+]=[N-])C1COC2=CC(=CC=C2C1O)C(N)=NO (3-azido-N′,4-dihydroxychroman-7-carboximidamide), CCN(C(C)C)C(C)C (Hunig's Base). Yields the product N(=[N+]=[N-])C1COC2=CC(=CC=C2C1O)C1=NOC(=N1)C1=C(C(=NO1)C1=CC=CC=C1)C(F)(F)F (racemic (3R*,4S*)-3-azido-7-(5-(3-phenyl-4-(trifluoromethyl)isoxazol-5-yl)-1,2,4-oxadiazol-3-yl)chroman-4-ol). As a reaction SMILES: [C:1]1([C:7]2[C:11]([C:12]([F:15])([F:14])[F:13])=[C:10]([C:16](F)=[O:17])[O:9][N:8]=2)[CH:6]=[CH:5][CH:4]=[CH:3][CH:2]=1.[N:19]([CH:22]1[CH:31]([OH:32])[C:30]2[C:25](=[CH:26][C:27]([C:33](=[N:35]O)[NH2:34])=[CH:28][CH:29]=2)[O:24][CH2:23]1)=[N+:20]=[N-:21].CCN(C(C)C)C(C)C>C(#N)C>[N:19]([CH:22]1[CH:31]([OH:32])[C:30]2[C:25](=[CH:26][C:27]([C:33]3[N:35]=[C:16]([C:10]4[O:9][N:8]=[C:7]([C:1]5[CH:6]=[CH:5][CH:4]=[CH:3][CH:2]=5)[C:11]=4[C:12]([F:15])([F:14])[F:13])[O:17][N:34]=3)=[CH:28][CH:29]=2)[O:24][CH2:23]1)=[N+:20]=[N-:21]. Isolated yield 59.3%. Run at time 8 hour. Procedure: To a solution of 3-phenyl-4-(trifluoromethyl)isoxazole-5-carbonyl fluoride Int-1-G (273 mg, 1.05 mmol) in ACN (6.7 mL) was added racemic (3R*,4S*,E/Z)-3-azido-N′,4-dihydroxychroman-7-carboximidamide (250 mg, 1.0 mmol) and Hunig's Base (210 μL, 1.2 mmol). The resulting solution was stirred overnight. Next, the solvent was evaporated. The resulting residue was purified by column chromatography (ISCO Combiflash Companion, 12 g silica gel, 10% ethyl acetate-hexane for 5 min then ramp to 50% ethyl ac... Solvent: C(C)#N (ACN). The reactants are COC([C@@H](N)CN1C(=NC=C1)N=CN(C)C)=O (3-(2-Dimethylaminomethyleneaminoimidazol-1-yl)-L-alanine methyl ester), Cl.CO (hydrochloric acid methanol). Run at temperature 55 celsius, time 6 day. Yields the product Cl.Cl.COC([C@@H](N)CN1C(=NC=C1)N)=O (3-(2-aminoimidazol-1-yl)-L-alanine methyl ester dihydrochloride). Reaction SMILES: [CH3:1][O:2][C:3](=[O:17])[C@H:4]([CH2:6][N:7]1[CH:11]=[CH:10][N:9]=[C:8]1[N:12]=CN(C)C)[NH2:5].[ClH:18].CO>>[ClH:18].[ClH:18].[CH3:1][O:2][C:3](=[O:17])[C@H:4]([CH2:6][N:7]1[CH:11]=[CH:10][N:9]=[C:8]1[NH2:12])[NH2:5] |f:1.2,3.4.5|. Procedure details: 3-(2-Dimethylaminomethyleneaminoimidazol-1-yl)-L-alanine methyl ester (470 mg) was suspended in 20% hydrochloric acid-methanol (40 ml), and the suspension was stirred at 55° C. for 6 days. The solvent was evaporated under reduced pressure, methanol was added to the residue, and the solvent was evaporated again. Methanol-ether was added to the residue, and the mixture was allowed to stand to precipitate colorless needles. The crystals were separated by filtration, washed with methanol followed by... Run in C(Cl)(Cl)Cl (chloroform), C(Cl)(Cl)Cl (chloroform). Reported procedure: To 1.68 g (4.9 mmol) of [2-methyl-5-(3-trifluoromethylpyrazolyl)phenyl]2,2,2-trifluoroethyl sulfide (Compound No. V-292 of the Present Invention) in 5 ml of chloroform, 1.02 g (5.1 mmol) of m-chloroperbenzoic acid was added at 0° C. with stirring, and the reaction mixture was stirred at 0° C. for 1 hour. The reaction solution was mixed with 10 ml of 10% aqueous sodium sulfite and stirred at room temperature for 10 minutes, and then 20 ml of chloroform was added. The chloroform layer was washed w... Starting materials: CC1=C(C=C(C=C1)C=1C(=NNC1)C(F)(F)F)C(C(F)(F)F)SC(C(F)(F)F)C1=C(C=CC(=C1)C=1C(=NNC1)C(F)(F)F)C ([2-methyl-5-(3-trifluoromethylpyrazolyl)phenyl]2,2,2-trifluoroethyl sulfide), ClC1=CC(=CC=C1)C(=O)OO (m-chloroperbenzoic acid), S(=O)([O-])[O-].[Na+].[Na+] (sodium sulfite). The yield is 20.0%. Yields the product CC1=C(C=C(C=C1)C=1C(=NNC1)C(F)(F)F)C(C(F)(F)F)S(=O)C(C(F)(F)F)C1=C(C=CC(=C1)C=1C(=NNC1)C(F)(F)F)C ([2-methyl-5-(3-trifluoromethylpyrazolyl)phenyl]2,2,2-trifluoroethyl sulfoxide). RXN SMILES: [CH3:1][C:2]1[CH:7]=[CH:6][C:5]([C:8]2[C:9]([C:13]([F:16])([F:15])[F:14])=[N:10][NH:11][CH:12]=2)=[CH:4][C:3]=1[CH:17]([S:22][CH:23]([C:28]1[CH:33]=[C:32]([C:34]2[C:35]([C:39]([F:42])([F:41])[F:40])=[N:36][NH:37][CH:38]=2)[CH:31]=[CH:30][C:29]=1[CH3:43])[C:24]([F:27])([F:26])[F:25])[C:18]([F:21])([F:20])[F:19].ClC1C=CC=C(C(OO)=[O:52])C=1.S([O-])([O-])=O.[Na+].[Na+]>C(Cl)(Cl)Cl>[CH3:1][C:2]1[CH:7]=[CH:6][C:5]([C:8]2[C:9]([C:13]([F:16])([F:15])[F:14])=[N:10][NH:11][CH:12]=2)=[CH:4][C:3]=1[CH:17]([S:22]([CH:23]([C:28]1[CH:33]=[C:32]([C:34]2[C:35]([C:39]([F:42])([F:40])[F:41])=[N:36][NH:37][CH:38]=2)[CH:31]=[CH:30][C:29]=1[CH3:43])[C:24]([F:25])([F:26])[F:27])=[O:52])[C:18]([F:19])([F:20])[F:21] |f:2.3.4|. The reactants are CCOC(=O)N1CCC(CCCO)CC1, O=S(Cl)Cl, c1ccccc1. Product: CCOC(=O)N1CCC(CCCCl)CC1. As a reaction SMILES: [OH:1][CH2:2][CH2:3][CH2:4][CH:5]1[CH2:6][CH2:7][N:8]([C:11](=[O:12])[O:13][CH2:14][CH3:15])[CH2:9][CH2:10]1.[S:16]([Cl:17])([Cl:18])=[O:19].[cH:20]1[cH:21][cH:22][cH:23][cH:24][cH:25]1>>[CH2:2]([CH2:3][CH2:4][CH:5]1[CH2:6][CH2:7][N:8]([C:11](=[O:12])[O:13][CH2:14][CH3:15])[CH2:9][CH2:10]1)[Cl:18].